From a dataset of the Open Reaction Database (ORD), a public repository of structured organic reaction records. describe an organic reaction: reactants, conditions, products, and yield Reactants: [OH-].[Na+] (NaOH), C(C1=CC=CC=C1)(=O)N[C@@H](CC(=O)O)C(=O)O (N-benzoyl-L-aspartic acid), COC([C@@H](N)CC1=CC=CC=C1)=O (L-phenylalanine methyl ester), C(C)#N (acetonitrile). The solvent is O (water). Run at temperature 40 celsius, time 4 hour. The product is COC([C@@H](NC([C@@H](NC(C1=CC=CC=C1)=O)CC(O)=O)=O)CC1=CC=CC=C1)=O (N-benzoyl-L-aspartyl-L-phenylalanine methyl ester). Reaction SMILES: [C:1]([NH:9][C@H:10]([C:15]([OH:17])=O)[CH2:11][C:12]([OH:14])=[O:13])(=[O:8])[C:2]1[CH:7]=[CH:6][CH:5]=[CH:4][CH:3]=1.[CH3:18][O:19][C:20](=[O:30])[C@H:21]([CH2:23][C:24]1[CH:29]=[CH:28][CH:27]=[CH:26][CH:25]=1)[NH2:22].C(#N)C.[OH-].[Na+]>O>[CH3:18][O:19][C:20](=[O:30])[C@H:21]([CH2:23][C:24]1[CH:29]=[CH:28][CH:27]=[CH:26][CH:25]=1)[NH:22][C:15](=[O:17])[C@H:10]([CH2:11][C:12](=[O:13])[OH:14])[NH:9][C:1](=[O:8])[C:2]1[CH:3]=[CH:4][CH:5]=[CH:6][CH:7]=1 |f:3.4|. Reported procedure: 1.19 g (5.0 mmol) of N-benzoyl-L-aspartic acid and 1.79 g (10.0 mmol) of L-phenylalanine methyl ester were added to a flask which contained 50 ml of 50% acetonitrile in water containing 5 mM CaCl2. The pH of the solution was adjusted to 6.0 with 10M NaOH. The solution was admixed with 4 g of suction filtered immobilized enzyme prepared above. Thereafter, the reaction were carried out with stirring for 4 hours at 40° C. After completion of the reaction, the immobilized enzyme was separated by fil... Reactants: CC(C)=O, CCOC(=O)Cl, Cl, NCCCC(N)C(=O)O, NCCCC(O)C(=O)O, [Na+], [OH-], O. Yields the product CCOC(=O)NCCCC(O)C(=O)O. Reaction SMILES: [CH3:29][C:30]([CH3:31])=[O:32].[Cl:22][C:23](=[O:24])[O:25][CH2:26][CH3:27].[ClH:10].[NH2:11][CH:12]([C:13]([OH:14])=[O:15])[CH2:16][CH2:17][CH2:18][NH2:19].[NH2:1][CH2:2][CH2:3][CH2:4][CH:5]([C:6](=[O:7])[OH:8])[OH:9].[Na+:21].[OH-:20].[OH2:28]>>[NH:1]([CH2:2][CH2:3][CH2:4][CH:5]([C:6](=[O:7])[OH:8])[OH:9])[C:23](=[O:24])[O:25][CH2:26][CH3:27]. Reactants: CCCC(=O)Cl, O=C(O)C(F)(F)F, COc1ccc(F)cc1C(=O)c1cnc(NC2CCNCC2)nc1N. The product is CCCC(=O)N1CCC(Nc2ncc(C(=O)c3cc(F)ccc3OC)c(N)n2)CC1. Reaction SMILES: [C:33]([CH2:34][CH2:35][CH3:36])(=[O:37])[Cl:38].[F:1][C:2]([F:3])([F:4])[C:5]([OH:6])=[O:7].[NH2:8][c:9]1[n:10][c:11]([NH:26][CH:27]2[CH2:28][CH2:29][NH:30][CH2:31][CH2:32]2)[n:12][cH:13][c:14]1[C:15](=[O:16])[c:17]1[c:18]([O:24][CH3:25])[cH:19][cH:20][c:21]([F:23])[cH:22]1>>[NH2:8][c:9]1[n:10][c:11]([NH:26][CH:27]2[CH2:28][CH2:29][N:30]([C:33]([CH2:34][CH2:35][CH3:36])=[O:37])[CH2:31][CH2:32]2)[n:12][cH:13][c:14]1[C:15](=[O:16])[c:17]1[c:18]([O:24][CH3:25])[cH:19][cH:20][c:21]([F:23])[cH:22]1. Starting materials: C1(=CC=CC=C1)C(=O)C(O)C1=CC=CC=C1.ClCCOCCCl (benzoin 2-chloroethyl ether), N1CCCCC1 (piperidine). Solvent: CCOCC (ether). Yields the product N1(CCCCC1)CCOC(C(=O)C1=CC=CC=C1)C1=CC=CC=C1 (2-(2-piperidinoethoxy)-1,2-diphenyl-ethanone). As a reaction SMILES: [C:1]1([C:7]([CH:9]([C:11]2[CH:16]=[CH:15][CH:14]=[CH:13][CH:12]=2)[OH:10])=[O:8])[CH:6]=[CH:5][CH:4]=[CH:3][CH:2]=1.ClCCO[CH2:21][CH2:22]Cl.[NH:24]1[CH2:29][CH2:28][CH2:27][CH2:26][CH2:25]1>CCOCC>[N:24]1([CH2:21][CH2:22][O:8][CH:7]([C:1]2[CH:2]=[CH:3][CH:4]=[CH:5][CH:6]=2)[C:9]([C:11]2[CH:16]=[CH:15][CH:14]=[CH:13][CH:12]=2)=[O:10])[CH2:29][CH2:28][CH2:27][CH2:26][CH2:25]1 |f:0.1|. Procedure details: With stirring, 27 g (0.1 mole) of benzoin-2-chloroethyl ether and 68 g (0.8 mole) of piperidine are kept for 6 hours at 110° C. After cooling, the product is taken up in ether and the ether layer is washed with water, dried over Na2SO4 and concentrated. The residual oil is taken up in hexane and the crystals obtained are recrystallised from hexane. Melting point: 53° C. Product: Nc1ccc(S(=O)c2cnc(N)s2)cc1. The reactants are CC(=O)Nc1ncc(S(=O)c2ccc(N)cc2)s1, CC(=O)O, [Na+], [Na+], O=C([O-])[O-], O. Reaction SMILES: [C:1](=[O:2])([CH3:3])[NH:4][c:5]1[s:6][c:7]([S:10](=[O:11])[c:12]2[cH:13][cH:14][c:15]([NH2:18])[cH:16][cH:17]2)[cH:8][n:9]1.[CH3:19][C:20](=[O:21])[OH:22].[Na+:23].[Na+:24].[O-:25][C:26](=[O:27])[O-:28].[OH2:29]>>[NH2:4][c:5]1[s:6][c:7]([S:10](=[O:11])[c:12]2[cH:13][cH:14][c:15]([NH2:18])[cH:16][cH:17]2)[cH:8][n:9]1. Reactants: C=CCCC(=O)O, C1CCOC1, CN1CCOCC1, CCCCCC, CC(C)C1COC(=O)N1, CC(C)C1COC(=O)N1C(=O)CCC1CC1, [Cl-], [Li]CCCC, [NH4+], O. The product is C=CCCC(=O)N1C(=O)OCC1C(C)C. Reaction SMILES: [C:17]([OH:18])(=[O:19])[CH2:20][CH2:21][CH:22]=[CH2:23].[CH2:53]1[O:54][CH2:55][CH2:56][CH2:57]1.[CH3:24][N:25]1[CH2:26][CH2:27][O:28][CH2:29][CH2:30]1.[CH3:36][CH2:37][CH2:38][CH2:39][CH2:40][CH3:41].[CH3:42][CH:43]([CH:44]1[CH2:45][O:46][C:47](=[O:48])[NH:49]1)[CH3:50].[CH:1]1([CH2:4][CH2:5][C:6](=[O:7])[N:8]2[C:9](=[O:16])[O:10][CH2:11][CH:12]2[CH:13]([CH3:14])[CH3:15])[CH2:2][CH2:3]1.[Cl-:51].[Li:31][CH2:32][CH2:33][CH2:34][CH3:35].[NH4+:52].[OH2:58]>>[CH:1](=[CH2:2])[CH2:4][CH2:5][C:6](=[O:7])[N:8]1[C:9](=[O:16])[O:10][CH2:11][CH:12]1[CH:13]([CH3:14])[CH3:15]. Reactants: CC(NC(=O)OC(C)(C)C)C(=O)N(CC(=O)N1CCCC1C(=O)OCc1ccccc1)C1Cc2ccccc2C1, CCOCC, Cl, C1COCCO1. The product is CC(N)C(=O)N(CC(=O)N1CCCC1C(=O)OCc1ccccc1)C1Cc2ccccc2C1, Cl. Reaction SMILES: [CH2:1]([c:2]1[cH:3][cH:4][cH:5][cH:6][cH:7]1)[O:8][C:9]([CH:10]1[N:11]([C:15]([CH2:16][N:17]([CH:18]2[CH2:19][c:20]3[cH:21][cH:22][cH:23][cH:24][c:25]3[CH2:26]2)[C:27]([CH:28]([NH:29][C:30]([O:31][C:32]([CH3:33])([CH3:34])[CH3:35])=[O:36])[CH3:37])=[O:38])=[O:39])[CH2:12][CH2:13][CH2:14]1)=[O:40].[CH2:41]([O:42][CH2:43][CH3:44])[CH3:45].[ClH:52].[O:46]1[CH2:47][CH2:48][O:49][CH2:50][CH2:51]1>>[CH2:1]([c:2]1[cH:3][cH:4][cH:5][cH:6][cH:7]1)[O:8][C:9]([CH:10]1[N:11]([C:15]([CH2:16][N:17]([CH:18]2[CH2:19][c:20]3[cH:21][cH:22][cH:23][cH:24][c:25]3[CH2:26]2)[C:27]([CH:28]([NH2:29])[CH3:37])=[O:38])=[O:39])[CH2:12][CH2:13][CH2:14]1)=[O:40].[ClH:52].